describe an organic reaction: reactants, conditions, products, and yield From a dataset of the Open Reaction Database (ORD), a public repository of structured organic reaction records. Starting materials: C(C)NCC (diethyl amine), C(N)(=O)Cl.C(CCCCCC)NC(SCC)=NCCCCCCC (1,3-diheptyl-2-ethyl isothiourea carbamyl chloride). Solvent: C1=CC=CC=C1 (benzene), C1=CC=CC=C1 (benzene). Conditions: temperature 15 celsius. Product: C(CCCCCC)N(C(SCC)=NCCCCCCC)C(N(CC)CC)=O (1,3-bis-n-heptyl-1-diethylcarbamyl-2-ethyl isothiourea). Reaction SMILES: [C:1](Cl)(=[O:3])N.[CH2:5]([NH:12][C:13](=[N:17][CH2:18][CH2:19][CH2:20][CH2:21][CH2:22][CH2:23][CH3:24])[S:14][CH2:15][CH3:16])[CH2:6][CH2:7][CH2:8][CH2:9][CH2:10][CH3:11].[CH2:25]([NH:27][CH2:28][CH3:29])[CH3:26]>C1C=CC=CC=1>[CH2:18]([N:17]([C:1](=[O:3])[N:27]([CH2:28][CH3:29])[CH2:25][CH3:26])[C:13](=[N:12][CH2:5][CH2:6][CH2:7][CH2:8][CH2:9][CH2:10][CH3:11])[S:14][CH2:15][CH3:16])[CH2:19][CH2:20][CH2:21][CH2:22][CH2:23][CH3:24] |f:0.1|. Procedure: 100 ml of dry benzene and 5.44 g of 1,3-diheptyl-2-ethyl isothiourea carbamyl chloride were placed in a 200 ml flask equipped with a thermometer and dropping funnel. A solution of 12 ml dry benzene and 2.19 g diethyl amine was added dropwise over 10-12 minutes. An exotherm raised the temperature from 21° to 30° C. The mixture was then heated to 45°-50° C. for 3 hours. The reaction mixture was then cooled to 15° C. and washed twice by 50 ml portions of cold water. The benzene phase was dried by M... Reactants: ClC1=NC(=CC(=C1OC)C=C)C(C)O (2-chloro-3-methoxy-4-vinyl-6-(1-hydroxyethyl)-pyridine), C1=CCC=CC1 (1,4-cyclohexadiene). Reagents/catalysts: [Pd] (palladium on carbon). Run in C(C)O (ethanol). Yields the product COC=1C=NC(=CC1CC)C(C)O (3-methoxy-4-ethyl-6-(1-hydroxyethyl)-pyridine). Yield: 62.2%. RXN SMILES: Cl[C:2]1[C:7]([O:8][CH3:9])=[C:6]([CH:10]=[CH2:11])[CH:5]=[C:4]([CH:12]([OH:14])[CH3:13])[N:3]=1.C1CC=CCC=1>C(O)C.[Pd]>[CH3:9][O:8][C:7]1[CH:2]=[N:3][C:4]([CH:12]([OH:14])[CH3:13])=[CH:5][C:6]=1[CH2:10][CH3:11]. Reported procedure: A solution of 2-chloro-3-methoxy-4-vinyl-6-(1-hydroxyethyl)-pyridine (485 mg, 2.27 mmol) in 10 mL of ethanol is treated with 485 mg of 20% palladium on carbon and 1,4-cyclohexadiene (2.0 mL, 21 mmol) and the reaction is refluxed for 4 h. The catalyst is removed by filtration through celite and the filter pad washed well with methanol. The filtrate is concentrated in vacuo and the residue is partitioned between 25 mL of saturated sodium bicarbonate and 4×25 mL of ethyl acetate. The combined organ... Starting materials: COC(CCC\C=C/C[C@H]1C(C(C[C@@H]1\C=C\C(CCC1=C(C2=C(S1)C=CC=C2)Cl)O[Si](C)(C)C(C)(C)C)O)=O)=O ((Z)-7-{(1R,5R)-5-[(E)-3-(tert-Butyl-dimethyl-silanyloxy)-5-(3-chloro-benzo[b]thiophen-2-yl)-pent-1-enyl]-3-hydroxy-2-oxo-cyclopentyl}-hept-5-enoic acid methyl ester), C1=CC=NC=C1.F (HF-pyridine), C(=O)(O)[O-].[Na+] (NaHCO3). The solvent is C(C)#N (acetonitrile). Conditions: time 2 hour. The product is COC(CCC\C=C/C[C@H]1C(C(C[C@@H]1\C=C\C(CCC1=C(C2=C(S1)C=CC=C2)Cl)O)O)=O)=O ((Z)-7-{(1R,5R)-5-[(E)-5-(3-Chloro-benzo[b]thiophen-2-yl)-3-hydroxy-pent-1-enyl]-3-hydroxy-2-oxo-cyclopentyl}-hept-5-enoic acid methyl ester). Reaction SMILES: [CH3:1][O:2][C:3](=[O:40])[CH2:4][CH2:5][CH2:6]/[CH:7]=[CH:8]\[CH2:9][C@@H:10]1[C@@H:14](/[CH:15]=[CH:16]/[CH:17]([O:30][Si](C(C)(C)C)(C)C)[CH2:18][CH2:19][C:20]2[S:24][C:23]3[CH:25]=[CH:26][CH:27]=[CH:28][C:22]=3[C:21]=2[Cl:29])[CH2:13][CH:12]([OH:38])[C:11]1=[O:39].C1C=CN=CC=1.F.C([O-])(O)=O.[Na+]>C(#N)C>[CH3:1][O:2][C:3](=[O:40])[CH2:4][CH2:5][CH2:6]/[CH:7]=[CH:8]\[CH2:9][C@@H:10]1[C@@H:14](/[CH:15]=[CH:16]/[CH:17]([OH:30])[CH2:18][CH2:19][C:20]2[S:24][C:23]3[CH:25]=[CH:26][CH:27]=[CH:28][C:22]=3[C:21]=2[Cl:29])[CH2:13][CH:12]([OH:38])[C:11]1=[O:39] |f:1.2,3.4|. Procedure: An acetonitrile (0.35 mL) solution of 7 (9 mg, 0.015 mmol) was treated with HF-pyridine (0.07 mL). The solution was allowed to stir for 2 h and then 20 mL of saturated NaHCO3 solution was added. The mixture was extracted with dichloromethane (3×15 mL) and the combined dichloromethane solution dried (Na2SO4), filtered and evaporated. Purification by preparative thin layer chromatography (50% ethyl acetate/hexanes) gave two diastereomers of diol 8 (2 mg each, 0.004 mmol each, 27% for each). Starting materials: O=C([O-])[O-], C=CCBr, CC(C)=O, [K+], [K+], CCOC(=O)c1cc(=O)c2cc(O)ccc2s1. Product: C=CCOc1ccc2sc(C(=O)OCC)cc(=O)c2c1. RXN SMILES: [C:22](=[O:23])([O-:24])[O-:25].[CH2:18]([CH:19]=[CH2:20])[Br:21].[CH3:28][C:29](=[O:30])[CH3:31].[K+:26].[K+:27].[OH:1][c:2]1[cH:3][c:4]2[c:5](=[O:17])[cH:6][c:7]([C:12](=[O:13])[O:14][CH2:15][CH3:16])[s:8][c:9]2[cH:10][cH:11]1>>[O:1]([c:2]1[cH:3][c:4]2[c:5](=[O:17])[cH:6][c:7]([C:12](=[O:13])[O:14][CH2:15][CH3:16])[s:8][c:9]2[cH:10][cH:11]1)[CH2:20][CH:19]=[CH2:18]. The reactants are BrN1C(CCC1=O)=O (N-bromosuccinimide), ClC1=C(C=CC(=C1C)Cl)S(=O)(=O)Cl (2,4-dichloro-3-methylbenzenesulfonyl chloride). The reagents and catalysts are C(C1=CC=CC=C1)(=O)OOC(C1=CC=CC=C1)=O (benzoyl peroxide). Run in ClC(C(Cl)Cl)Cl (1,1,2,2-tetrachloroethane). Reaction conditions: temperature 120 celsius. Yields the product BrCC=1C(=C(C=CC1Cl)S(=O)(=O)Cl)Cl (3-Bromomethyl-2,4dichlorobenzenesulfonyl chloride). Yield: 47.1%. Reaction SMILES: [Br:1]N1C(=O)CCC1=O.[Cl:9][C:10]1[C:15]([CH3:16])=[C:14]([Cl:17])[CH:13]=[CH:12][C:11]=1[S:18]([Cl:21])(=[O:20])=[O:19]>ClC(Cl)C(Cl)Cl.C(OOC(=O)C1C=CC=CC=1)(=O)C1C=CC=CC=1>[Br:1][CH2:16][C:15]1[C:10]([Cl:9])=[C:11]([S:18]([Cl:21])(=[O:20])=[O:19])[CH:12]=[CH:13][C:14]=1[Cl:17]. Procedure details: 85.44 g (0.48 mol) of N-bromosuccinimide and then 200 mg of benzoyl peroxide are added to a solution, at room temperature, of 41.52 g (0.16 mol) of 2,4-dichloro-3-methylbenzenesulfonyl chloride in 150 ml of 1,1,2,2-tetrachloroethane. The reaction mixture is heated at 120° C. for 2 hours. It is cooled and filtered and the filtrate is washed successively with water, with saturated sodium bicarbonate solution and finally with water until the washings are neutral. The organic phase collected from th... Starting materials: Cl (hydrochloric acid), [H-].[Na+] (sodium hydride), C(C1=CC=CC=C1)OC(=O)NC1(CC1)C=1C(=C(C2=C3N(C(COC31)C)C=C(C2=O)C(=O)O)F)F (10-(1-benzyloxycarbonylaminocyclopropyl)-8,9-difluoro-3-methyl-7-oxo-2,3-dihydro-7H-pyrido[1,2,3-de][1,4]-benzoxazine-6-carboxylic acid), C(C1=CC=CC=C1)O (benzyl alcohol). Run in O (water), C(C)(=O)OCC (ethyl acetate), CN(C=O)C (N,N-dimethylformamide). Reaction conditions: time 30 minute. Yields the product C(C1=CC=CC=C1)OC1=C(C(=C2C=3N(C(CO2)C)C=C(C(C13)=O)C(=O)O)C1(CC1)NC(=O)OCC1=CC=CC=C1)F (8-benzyloxy-10-(1-benzyloxycarbonylaminocyclopropyl)-9-fluoro-3-methyl-7-oxo-2,3-dihydro-7H-pyrido[1,2,3-de][1,4]benzoxazine-6-carboxylic acid). The yield is 24.6%. RXN SMILES: [CH2:1]([OH:8])[C:2]1[CH:7]=[CH:6][CH:5]=[CH:4][CH:3]=1.[H-].[Na+].[CH2:11]([O:18][C:19]([NH:21][C:22]1([C:25]2[C:26]([F:44])=[C:27](F)[C:28]3[C:38](=[O:39])[C:37]([C:40]([OH:42])=[O:41])=[CH:36][N:30]4[CH:31]([CH3:35])[CH2:32][O:33][C:34]=2[C:29]=34)[CH2:24][CH2:23]1)=[O:20])[C:12]1[CH:17]=[CH:16][CH:15]=[CH:14][CH:13]=1.Cl>CN(C)C=O.O.C(OCC)(=O)C>[CH2:1]([O:8][C:27]1[C:28]2[C:38](=[O:39])[C:37]([C:40]([OH:42])=[O:41])=[CH:36][N:30]3[CH:31]([CH3:35])[CH2:32][O:33][C:34]([C:29]=23)=[C:25]([C:22]2([NH:21][C:19]([O:18][CH2:11][C:12]3[CH:13]=[CH:14][CH:15]=[CH:16][CH:17]=3)=[O:20])[CH2:23][CH2:24]2)[C:26]=1[F:44])[C:2]1[CH:7]=[CH:6][CH:5]=[CH:4][CH:3]=1 |f:1.2|. Reported procedure: In 2 ml of N,N-dimethylformamide was dissolved 230 mg of benzyl alcohol. To the resulting solution was added 85 mg of 60% sodium hydride with ice-cooling. The resulting mixture was stirred at room temperature for 30 minutes. Thereto was added, with ice-cooling, 250 mg of 10-(1-benzyloxycarbonylaminocyclopropyl)-8,9-difluoro-3-methyl-7-oxo-2,3-dihydro-7H-pyrido[1,2,3-de][1,4]-benzoxazine-6-carboxylic acid. The resulting mixture was stirred at room temperature for 7 hours. The reaction mixture was... Starting materials: C1(C=2C(C(N1CCC(C)C1=CC=C(C=C1)C1=CC=C(C=C1)F)=O)=CC=CC2)=O (1-phthalimido-3-(4'-fluoro-4-biphenylyl)butane), Cl (hydrochloric acid). The product is Cl.FC1=CC=C(C=C1)C1=CC=C(C=C1)C(CCN)C (3-(4'-fluoro-4-biphenylyl)butylamine, hydrochloride). Reaction SMILES: C1(=O)[N:5]([CH2:6][CH2:7][CH:8]([C:10]2[CH:15]=[CH:14][C:13]([C:16]3[CH:21]=[CH:20][C:19]([F:22])=[CH:18][CH:17]=3)=[CH:12][CH:11]=2)[CH3:9])C(=O)C2=CC=CC=C12.[ClH:29]>>[ClH:29].[F:22][C:19]1[CH:18]=[CH:17][C:16]([C:13]2[CH:14]=[CH:15][C:10]([CH:8]([CH3:9])[CH2:7][CH2:6][NH2:5])=[CH:11][CH:12]=2)=[CH:21][CH:20]=1 |f:2.3|. Reported procedure: 37.3 g of 1-phthalimido-3-(4'-fluoro-4-biphenylyl)butane are boiled for 6 hours with 400 ml of 20% aqueous hydrochloric acid, evaporated and worked up using sodium hydroxide solution and ether to give 3-(4'-fluoro-4-biphenylyl)butylamine, hydrochloride, m.p. 222°-224°. Starting materials: CC(=O)OC(C)=O, C1CCOC1, O, Nc1cccc(CNC(=O)c2[nH]c3ccc(Cl)cc3c2S(=O)(=O)c2ccccc2)c1. Product: CC(=O)Nc1cccc(CNC(=O)c2[nH]c3ccc(Cl)cc3c2S(=O)(=O)c2ccccc2)c1. As a reaction SMILES: [CH3:31][C:32](=[O:33])[O:34][C:35](=[O:36])[CH3:37].[O:38]1[CH2:39][CH2:40][CH2:41][CH2:42]1.[OH2:43].[c:1]1([S:7](=[O:8])(=[O:9])[c:10]2[c:11]([C:20](=[O:21])[NH:22][CH2:23][c:24]3[cH:25][c:26]([NH2:30])[cH:27][cH:28][cH:29]3)[nH:12][c:13]3[cH:14][cH:15][c:16]([Cl:19])[cH:17][c:18]23)[cH:2][cH:3][cH:4][cH:5][cH:6]1>>[c:1]1([S:7](=[O:8])(=[O:9])[c:10]2[c:11]([C:20](=[O:21])[NH:22][CH2:23][c:24]3[cH:25][c:26]([NH:30][C:32]([CH3:31])=[O:33])[cH:27][cH:28][cH:29]3)[nH:12][c:13]3[cH:14][cH:15][c:16]([Cl:19])[cH:17][c:18]23)[cH:2][cH:3][cH:4][cH:5][cH:6]1. The reactants are Cl (Hydrogen chloride), [N+](=[N-])=C (diazomethane), p-tosyl-N-methyl-N-nitrosoacetamide, CCOCC (ether), ClCCCCC(=O)Cl (5-chlorovalerylchloride). Solvent: O (water). Conditions: time 2 hour. The product is ClCC(CCCCCl)=O (1,6-dichloro-2-hexanone). Reaction SMILES: [N+](=C)=[N-].[CH3:4]COCC.[Cl:9][CH2:10][CH2:11][CH2:12][CH2:13][C:14](Cl)=[O:15].[ClH:17]>O>[Cl:17][CH2:4][C:14](=[O:15])[CH2:13][CH2:12][CH2:11][CH2:10][Cl:9]. Reported procedure: In 300 ml of ehter solution of diazomethane prepared from 43 g of p-tosyl-N-methyl-N-nitrosoacetamide was added under stirring 30 ml of ether solution of 8 g of 5-chlorovalerylchloride dropwise at -5° to 0° C., and the solution was allowed to stand at the same temperature for 2 hours. Hydrogen chloride gas was passed through the reaction solution at 0° C. and the solution was allowed to stand at the same temperature for 0.5 hours. To the solution was added 100 ml of water and the ether layer was... Starting materials: C(C)(C)(C)OC (methyl tert-butyl ether), 60, [C@H]1(C[C@H](CCC1)O)O (trans-cyclohexane-1,3-diol), C(C)(=O)OC=C (vinyl acetate). Run at time 24 hour. Product: C(C)(=O)O[C@@H]1C[C@@H](CCC1)OC(C)=O (cis-1,3-diacetoxycyclohexane). Yield: 23.0%. RXN SMILES: [C@H:1]1([OH:8])[CH2:6][CH2:5][CH2:4][C@H:3]([OH:7])[CH2:2]1.[C:9](OC=C)(=[O:11])[CH3:10].[C:15]([O:19]C)(C)(C)[CH3:16]>>[C:9]([O:7][C@H:3]1[CH2:4][CH2:5][CH2:6][C@@H:1]([O:8][C:15](=[O:19])[CH3:16])[CH2:2]1)(=[O:11])[CH3:10]. Procedure details: 30 g of a 60 to 40 mixture of cis/trans-cyclohexane-1,3-diol are dissolved in 900 ml of methyl tert-butyl ether, 100 ml of vinyl acetate are added and 1.7 g of lipase (Chirazyme L1 lyo.) are added (20° C.). After 24 h, the protein is filtered off and the solvent is removed. The remaining oil is taken up in 1000 ml of cyclohexane and washed four times with 150 ml of water. The organic phase is removed on a rotary evaporator. 10 g of cis-1,3-diacetoxycyclohexane are obtained as an oil (23% yield b...